This data is from the Open Reaction Database (ORD), a public repository of structured organic reaction records. The task is: describe an organic reaction: reactants, conditions, products, and yield Starting materials: C(CCC)=O (n-butyraldehyde), C(CCC)O (n-butanol), rayon, [H][H] (hydrogen), C(CCC)O (n-butanol), C(CCC)O (n-butanol), C=CC (propylene), [C]=O (carbon monoxide), butyl. Product: C(CCC)OCCCC (DBE). RXN SMILES: [CH:1](=[O:5])[CH2:2][CH2:3][CH3:4].C=CC.[C]=O.[H][H].[CH2:13](O)[CH2:14][CH2:15][CH3:16]>>[CH2:1]([O:5][CH2:13][CH2:14][CH2:15][CH3:16])[CH2:2][CH2:3][CH3:4] |^3:8|. Reported procedure: It is known to produce n-butanol by the hydrogenation of the n-butyraldehyde obtained, for example, by the hydroformylation of propylene by reaction with carbon monoxide and hydrogen. However, in order to be suitable for various applications, e.g., as a solvent for fats, waxes and resins, and in the manufacture of rayon, detergents and various butyl compounds, the n-butanol must have a high degree of purity including a specified low level of various impurities produced by the hydroformylation an... Starting materials: CC1=CN=CN1CC=1C=C2C=CC(=CC2=CC1)C(=O)OC (methyl 6-(5-methyl-1-imidazolyl)methyl-2-naphthoate), Cl (HCl), C (charcoal). Yields the product Cl.CC1=CN=CN1CC=1C=C2C=CC(=CC2=CC1)C(=O)O (6-(5-methyl-1-imidazolyl)methyl-2-naphthoic acid hydrochloride). Isolated yield 85.0%. Reaction SMILES: [CH3:1][C:2]1[N:6]([CH2:7][C:8]2[CH:9]=[C:10]3[C:15](=[CH:16][CH:17]=2)[CH:14]=[C:13]([C:18]([O:20]C)=[O:19])[CH:12]=[CH:11]3)[CH:5]=[N:4][CH:3]=1.C.[ClH:23]>>[ClH:23].[CH3:1][C:2]1[N:6]([CH2:7][C:8]2[CH:9]=[C:10]3[C:15](=[CH:16][CH:17]=2)[CH:14]=[C:13]([C:18]([OH:20])=[O:19])[CH:12]=[CH:11]3)[CH:5]=[N:4][CH:3]=1 |f:3.4|. Procedure: 3.31 g (11.8 mmol) of methyl 6-(5-methyl-1-imidazolyl)methyl-2-naphthoate in 40 ml of 2N HCl are heated under reflux for three hours, and active charcoal is added and the mixture is filtered hot. The hydrochloride of the acid crystallizes out on cooling. 3.03 g (85%) of 6-(5-methyl-1-imidazolyl)methyl-2-naphthoic acid hydrochloride are obtained after filtration with suction, washing with acetone and drying. Melting point: 289°-290° C. The reactants are C1CCOC1, OCc1c(F)cnc2[nH]ccc12. Yields the product O=Cc1c(F)cnc2[nH]ccc12. As a reaction SMILES: [CH2:13]1[O:14][CH2:15][CH2:16][CH2:17]1.[F:1][c:2]1[c:3]([CH2:11][OH:12])[c:4]2[c:5]([n:6][cH:7]1)[nH:8][cH:9][cH:10]2>>[F:1][c:2]1[c:3]([CH:11]=[O:12])[c:4]2[c:5]([n:6][cH:7]1)[nH:8][cH:9][cH:10]2. Starting materials: O=C1NC(=NO1)C(=O)O (5-oxo-4,5-dihydro-1,2,4-oxadiazole-3-carboxylic acid), CNCCC1CCN(CC1)C(=O)OCC1=CC(=CC(=C1)Cl)Cl (3,5-Dichlorobenzyl 4-(2-(methylamino)ethyl)piperidine-1-carboxylate). Product: CN(C(=O)C1=NOC(N1)=O)CCC1CCN(CC1)C(=O)OCC1=CC(=CC(=C1)Cl)Cl (3,5-Dichlorobenzyl 4-(2-(N-methyl-5-oxo-4,5-dihydro-1,2,4-oxadiazole-3-carboxamido)ethyl)piperidine-1-carboxylate). As a reaction SMILES: [O:1]=[C:2]1[O:6][N:5]=[C:4]([C:7]([OH:9])=O)[NH:3]1.[CH3:10][NH:11][CH2:12][CH2:13][CH:14]1[CH2:19][CH2:18][N:17]([C:20]([O:22][CH2:23][C:24]2[CH:29]=[C:28]([Cl:30])[CH:27]=[C:26]([Cl:31])[CH:25]=2)=[O:21])[CH2:16][CH2:15]1>>[CH3:10][N:11]([CH2:12][CH2:13][CH:14]1[CH2:15][CH2:16][N:17]([C:20]([O:22][CH2:23][C:24]2[CH:25]=[C:26]([Cl:31])[CH:27]=[C:28]([Cl:30])[CH:29]=2)=[O:21])[CH2:18][CH2:19]1)[C:7]([C:4]1[NH:3][C:2](=[O:1])[O:6][N:5]=1)=[O:9]. Procedure: The title compound was prepared from commercially available 5-oxo-4,5-dihydro-1,2,4-oxadiazole-3-carboxylic acid and 3,5-dichlorobenzyl 4-(2-(methylamino)ethyl)piperidine-1-carboxylate (Example 1, step 3) analogously to Example 15 step 3; Starting materials: CC(C)C(=O)Cl, Nc1ccccc1I. The product is CC(C)C(=O)Nc1ccccc1I. Reaction SMILES: [CH3:1][CH:2]([C:3](=[O:4])[Cl:5])[CH3:6].[I:7][c:8]1[c:9]([NH2:10])[cH:11][cH:12][cH:13][cH:14]1>>[CH3:1][CH:2]([C:3](=[O:4])[NH:10][c:9]1[c:8]([I:7])[cH:14][cH:13][cH:12][cH:11]1)[CH3:6]. The solvent is O (water), CN(C=O)C (N,N-dimethylformamide). Procedure details: A solution of 8-bromo-3-methyl xanthine (300 mg; 1.2 mmol) and methyl iodide (1.42 g; 10.0 mmol) in N,N-dimethylformamide (5 ml) was added to potassium carbonate (662 mg; 4.8 mmol) and was heated to 60° C. for 6 hrs. The reaction mixture was poured in water (25 ml) and extracted with ethyl acetate (3×25 ml). The combined extract was dried over anhydrous magnesium sulfate and concentrated under reduced pressure. The product was purified by flash chromatography over silica gel eluting with ethyl a... Reaction SMILES: [Br:1][C:2]1[NH:10][C:9]2[C:8](=[O:11])[NH:7][C:6](=O)[N:5]([CH3:13])[C:4]=2[N:3]=1.[CH3:14]I.[C:16](=[O:19])([O-])[O-].[K+].[K+]>CN(C)C=O.O>[Br:1][C:2]1[N:10]([CH3:14])[C:9]2[C:8](=[O:11])[N:7]([CH3:6])[C:16](=[O:19])[N:5]([CH3:13])[C:4]=2[N:3]=1 |f:2.3.4|. Reaction conditions: temperature 60 celsius. The product is BrC1=NC=2N(C(N(C(C2N1C)=O)C)=O)C (8-Bromo-1,3,7-trimethyl-xanthine). Starting materials: BrC1=NC=2N(C(NC(C2N1)=O)=O)C (8-bromo-3-methyl xanthine), CI (methyl iodide), C([O-])([O-])=O.[K+].[K+] (potassium carbonate).